From a dataset of the Open Reaction Database (ORD), a public repository of structured organic reaction records. describe an organic reaction: reactants, conditions, products, and yield As a reaction SMILES: C([O:4][CH2:5][C:6]1[CH:11]=[CH:10][CH:9]=[C:8]([O:12][C:13]2[CH:18]=[CH:17][CH:16]=[CH:15][CH:14]=2)[CH:7]=1)(=O)C.CO>O>[O:12]([C:8]1[CH:7]=[C:6]([CH:11]=[CH:10][CH:9]=1)[CH2:5][OH:4])[C:13]1[CH:14]=[CH:15][CH:16]=[CH:17][CH:18]=1. Yield: 90.0%. The reactants are C(C)(=O)OCC1=CC(=CC=C1)OC1=CC=CC=C1 (3-phenoxybenzyl acetate), CO (methanol), Nafion. Procedure details: 2.42 g. (0.01 mole) of 3-phenoxybenzyl acetate, 10 cm3. of methanol, 10 cm3. of water and 0.2 g. of acid ion exchange resin (Nafion H) are refluxed with stirring for nine hours. After cooling the reaction mixture is filtered off and evaporated. The residue is dissolved in 30 cm3. of methylene chloride, washed with 10 cm3. of 1N sodium hydroxide solution and 10 cm3. of water then evaporated. 1.8 g. of 3-phenoxybenzyl alcohol are obtained. nD20 : 1.593, yield 90%. Run at time 9 hour. The product is O(C1=CC=CC=C1)C=1C=C(CO)C=CC1 (3-phenoxybenzyl alcohol). Solvent: O (water). Starting materials: O=C([O-])[O-], CC(=O)Nc1ncc(Cl)s1, CN(C)C=O, [K+], [K+], O, Oc1ccc(S)cc1. Product: CC(=O)Nc1ncc(Sc2ccc(O)cc2)s1. As a reaction SMILES: [C:19](=[O:20])([O-:21])[O-:22].[C:1]([CH3:2])(=[O:3])[NH:4][c:5]1[s:6][c:7]([Cl:10])[cH:8][n:9]1.[CH3:26][N:27]([CH3:28])[CH:29]=[O:30].[K+:23].[K+:24].[OH2:25].[OH:11][c:12]1[cH:13][cH:14][c:15]([SH:18])[cH:16][cH:17]1>>[C:1]([CH3:2])(=[O:3])[NH:4][c:5]1[s:6][c:7]([S:18][c:15]2[cH:14][cH:13][c:12]([OH:11])[cH:17][cH:16]2)[cH:8][n:9]1. The reactants are [H-].[Na+] (sodium hydride), oil, ClC1=NC=C(C=C1)C(F)(F)F (2-chloro-5-trifluoromethylpyridine), CC(=O)C1=CC(=C(C=C1)F)Cl (3-Chloro-4-fluoroacetophenone), [OH-].[Na+] (sodium hydroxide), Cl.NO (hydroxylamine hydrochloride). The solvent is COCCOC (DME), O (water), CO (methanol), COCCOC (DME). Reaction conditions: time 1 hour. The product is ClC=1C=C(C=CC1F)C(CC1=NC=C(C=C1)C(F)(F)F)=NO (1-(3-Chloro-4-fluorophenyl)-2-(5-trifluoromethyl-2-pyridinyl)ethanone Oxime). Isolated yield 85.0%. As a reaction SMILES: [H-].[Na+].Cl[C:4]1[CH:9]=[CH:8][C:7]([C:10]([F:13])([F:12])[F:11])=[CH:6][N:5]=1.[CH3:14][C:15]([C:17]1[CH:22]=[CH:21][C:20]([F:23])=[C:19]([Cl:24])[CH:18]=1)=O.[OH-:25].[Na+].Cl.[NH2:28]O>COCCOC.O.CO>[Cl:24][C:19]1[CH:18]=[C:17]([C:15](=[N:28][OH:25])[CH2:14][C:4]2[CH:9]=[CH:8][C:7]([C:10]([F:13])([F:12])[F:11])=[CH:6][N:5]=2)[CH:22]=[CH:21][C:20]=1[F:23] |f:0.1,4.5,6.7|. Procedure: A reaction vessel was charged with sodium hydride (as a 60% oil dispersion, 7.2 g, 180 mmol), DME (60 ml) and 2-chloro-5-trifluoromethylpyridine (10 g, 55.1 mmol). 3-Chloro-4-fluoroacetophenone (9.8 g, 56.9 mmol) in DME (20 ml) was added in portions to the mixture under nitrogen at room temperature. The mixture was stirred at ambient temperature for one hour then at 40-45° C. overnight. Upon the completion of the reaction, the mixture was cooled to 5° C. and 10% aqueous sodium hydroxide solution... Reactants: BrC=1C=C2C(=NC1)N(C=C2)[Si](C)(C)C(C)(C)C (5-Bromo-1-(tert-butyl-dimethyl-silanyl)-1H-pyrrolo[2,3-b]pyridine), [C-]#N.[K+] (KCN). Reagents/catalysts: [Cu] (copper), [Pd] (palladium). The solvent is CN(C)C=O (DMF). Product: C(#N)C=1C=C2C=NNC2=CC1 (5-cyano azaindole). RXN SMILES: Br[C:2]1[CH:3]=[C:4]2[CH:10]=[CH:9][N:8]([Si](C(C)(C)C)(C)C)[C:5]2=[N:6][CH:7]=1.[C-:18]#[N:19].[K+]>[Cu].[Pd].CN(C=O)C>[C:5]([C:4]1[CH:3]=[C:2]2[C:7](=[CH:9][CH:10]=1)[NH:6][N:19]=[CH:18]2)#[N:8] |f:1.2|. Procedure details: Compound 19 can be cyanated with, for example, KCN in heating DMF in the presence of a catalyst such as, copper or palladium to provide the 5-cyano azaindole 46. The reactants are C1(CC1)C=1C(=CC(=C(C(=O)OC(C)(C)C)C1)F)OCC1(CCCCC1)C(F)(F)F (tert-butyl 5-cyclopropyl-2-fluoro-4-((1-(trifluoromethyl)-cyclohexyl)methoxy)benzoate), C1(CC1)C=1C(=CC(=C(C(=O)OC(C)(C)C)C1)F)OCC1(CCC(CC1)(F)F)C (tert-butyl 5-cyclopropyl-4-((4,4-difluoro-1-methylcyclohexyl)methoxy)-2-fluorobenzoate). Yields the product C1(CC1)C=1C(=CC(=C(C(=O)O)C1)F)OCC1(CCC(CC1)(F)F)C (5-cyclopropyl-4-((4,4-difluoro-1-methylcyclohexyl)methoxy)-2-fluorobenzoic acid), solid. Isolated yield 86.0%. As a reaction SMILES: C1(C2C(OCC3(C(F)(F)F)CCCCC3)=CC(F)=C(C=2)C(OC(C)(C)C)=O)CC1.[CH:30]1([C:33]2[C:34]([O:47][CH2:48][C:49]3([CH3:57])[CH2:54][CH2:53][C:52]([F:56])([F:55])[CH2:51][CH2:50]3)=[CH:35][C:36]([F:46])=[C:37]([CH:45]=2)[C:38]([O:40]C(C)(C)C)=[O:39])[CH2:32][CH2:31]1>>[CH:30]1([C:33]2[C:34]([O:47][CH2:48][C:49]3([CH3:57])[CH2:50][CH2:51][C:52]([F:56])([F:55])[CH2:53][CH2:54]3)=[CH:35][C:36]([F:46])=[C:37]([CH:45]=2)[C:38]([OH:40])=[O:39])[CH2:31][CH2:32]1. Procedure details: Following the procedure as described in Example 158 step 4, and making variations as required to replace tert-butyl 5-cyclopropyl-2-fluoro-4-((1-(trifluoromethyl)-cyclohexyl)methoxy)benzoate with tert-butyl 5-cyclopropyl-4-((4,4-difluoro-1-methylcyclohexyl)methoxy)-2-fluorobenzoate, the title compound was obtained as a colorless solid (2.74 g, 86%): MS (ES+) m/z 343.2 (M+1). Reactants: C(C1=CC=CC=C1)OC1=C(C(=O)OC)C=C(C=C1)C(C(O)OCC)=O (methyl 2-benzyloxy-5-(2-ethoxy-2-hydroxy-acetyl)-benzoate), FC1=CC=C(C=C1)C1=NN(C(=N1)C)CCC(C)(C)N (3-[3-(4-fluoro-phenyl)-5-methyl-[1,2,4]triazol-1-yl]-1,1-dimethyl-propylamine). Yields the product FC1=CC=C(C=C1)C1=NN(C(=N1)C)CCC(C)(C)NCC(O)C1=CC(=C(C=C1)O)CO (4-(2-{3-[3-(4-fluoro-phenyl)-5-methyl-[1,2,4]triazol-1-yl]-1,1-dimethyl-propylamino}-1-hydroxy-ethyl)-2-hydroxymethyl-phenol). RXN SMILES: C([O:8][C:9]1[CH:18]=[CH:17][C:16]([C:19](=[O:25])[CH:20](OCC)O)=[CH:15][C:10]=1[C:11]([O:13]C)=O)C1C=CC=CC=1.[F:26][C:27]1[CH:32]=[CH:31][C:30]([C:33]2[N:37]=[C:36]([CH3:38])[N:35]([CH2:39][CH2:40][C:41]([NH2:44])([CH3:43])[CH3:42])[N:34]=2)=[CH:29][CH:28]=1>>[F:26][C:27]1[CH:28]=[CH:29][C:30]([C:33]2[N:37]=[C:36]([CH3:38])[N:35]([CH2:39][CH2:40][C:41]([NH:44][CH2:20][CH:19]([C:16]3[CH:17]=[CH:18][C:9]([OH:8])=[C:10]([CH2:11][OH:13])[CH:15]=3)[OH:25])([CH3:42])[CH3:43])[N:34]=2)=[CH:31][CH:32]=1. Procedure details: Prepared according to general working method A from 344 mg (1 mmol) of methyl 2-benzyloxy-5-(2-ethoxy-2-hydroxy-acetyl)-benzoate and 262 mg (1 mmol) of 3-[3-(4-fluoro-phenyl)-5-methyl-[1,2,4]triazol-1-yl]-1,1-dimethyl-propylamine.